This data is from the Open Reaction Database (ORD), a public repository of structured organic reaction records. The task is: describe an organic reaction: reactants, conditions, products, and yield Starting materials: C([O-])([O-])=O.[K+].[K+] (potassium carbonate), OC=1N=C(N(C(C1)=O)C=1C=C(C(=O)OC)C=CC1C)SC (methyl 3-[4-hydroxy-2-(methylthio)-6-oxopyrimidin-1(6H)-yl]-4-methylbenzoate), OC=1N=C(N(C(C1)=O)C=1C=C(C(=O)OC)C=CC1C)SC (methyl 3-[4-hydroxy-2-(methylthio)-6-oxopyrimidin-1(6H)-yl]-4-methylbenzoate), FC1=C(CBr)C=CC(=C1)F (2,4difluorobenzyl bromide). Reaction conditions: temperature 0 celsius, time 15 minute. Product: FC1=C(COC=2N=C(N(C(C2)=O)C=2C=C(C(=O)OC)C=CC2C)SC)C=CC(=C1)F (methyl 3-[4-[(2,4-difluorobenzyl)oxy]-2-(methylthio)-6-oxopyrimidin-1(6H)-yl]-4-methylbenzoate). Isolated yield 64.0%. RXN SMILES: C(=O)([O-])[O-].[K+].[K+].[F:7][C:8]1[CH:15]=[C:14]([F:16])[CH:13]=[CH:12][C:9]=1[CH2:10]Br.[OH:17][C:18]1[N:19]=[C:20]([S:36][CH3:37])[N:21]([C:25]2[CH:26]=[C:27]([CH:32]=[CH:33][C:34]=2[CH3:35])[C:28]([O:30][CH3:31])=[O:29])[C:22](=[O:24])[CH:23]=1>>[F:7][C:8]1[CH:15]=[C:14]([F:16])[CH:13]=[CH:12][C:9]=1[CH2:10][O:17][C:18]1[N:19]=[C:20]([S:36][CH3:37])[N:21]([C:25]2[CH:26]=[C:27]([CH:32]=[CH:33][C:34]=2[CH3:35])[C:28]([O:30][CH3:31])=[O:29])[C:22](=[O:24])[CH:23]=1 |f:0.1.2|. Reported procedure: To a solution of methyl 3-[4-hydroxy-2-(methylthio)-6-oxopyrimidin-1(6H)-yl]-4-methylbenzoate (1.0 g, 0.0033 mol) in DMF (10.0 mL) obtained from step 2, was added potassium carbonate (0.7 g, 0.005 mol) followed by the addition of 2,4difluorobenzyl bromide (0.8 g, 0.0039 mol) and stirred at 0° C. for 15 min. After stirring at room temperature for 30 min, DMF was distilled in vacuo and the residue was portioned between EtOAc (25 mL) and water (25 mL). The organic phase was washed with water, (2×20... Reactants: ClC1=C(C(=CC=C1Cl)Cl)C(C)OC1=CC=C(N)C=C1 (4-[1-(2,3,6-trichlorophenyl)ethoxy]aniline), [S-]C#N.[K+] (potassium thiocyanate), BrBr (dibromine). Yields the product ClC1=C(C(=CC=C1Cl)Cl)C(C)OC1=CC2=C(N=C(S2)N)C=C1 (6-[1-(2,3,6-trichlorophenyl)ethoxy]-1,3-benzothiazol-2-amine). Isolated yield 100.0%. Reaction SMILES: [Cl:1][C:2]1[C:7]([Cl:8])=[CH:6][CH:5]=[C:4]([Cl:9])[C:3]=1[CH:10]([O:12][C:13]1[CH:19]=[CH:18][C:16]([NH2:17])=[CH:15][CH:14]=1)[CH3:11].[S-:20][C:21]#[N:22].[K+].BrBr>>[Cl:1][C:2]1[C:7]([Cl:8])=[CH:6][CH:5]=[C:4]([Cl:9])[C:3]=1[CH:10]([O:12][C:13]1[CH:14]=[CH:15][C:16]2[N:17]=[C:21]([NH2:22])[S:20][C:18]=2[CH:19]=1)[CH3:11] |f:1.2|. Reported procedure: 6-[1-(2,3,6-Trichlorophenyl)ethoxy]-1,3-benzothiazol-2-amine was prepared according to the method described in Example 20d but from 1.5 g of 4-[1-(2,3,6-trichlorophenyl)ethoxy]aniline, 1.84 g of potassium thiocyanate and 0.243 cm3 of dibromine. We obtain 1.77 g of 6-[1-(2,3,6-trichlorophenyl)ethoxy]-1,3-benzothiazol-2-amine in the form of an orange-coloured resin, which has the following characteristics: